From a dataset of the Open Reaction Database (ORD), a public repository of structured organic reaction records. describe an organic reaction: reactants, conditions, products, and yield Reactants: oxide, CC1=C(C(=CC=C1)C)NC(=S)NC1=NC=NC2=CC(=C(C=C12)OC)OCC1CCN(CC1)C (1-(2,6-dimethylphenyl)-3-[6-methoxy-7-(N-methylpiperidin-4-ylmethoxy)quinazolin-4-yl]thiourea), solution, N (ammonia). The solvent is CO (methanol), C(Cl)(Cl)Cl (chloroform). Product: CC1=C(C(=CC=C1)C)NC(=N)NC1=NC=NC2=CC(=C(C=C12)OC)OCC1CCN(CC1)C (1-(2,6-dimethylphenyl)-3-[6-methoxy-7-(N-methylpiperidin-4-ylmethoxy)quinazolin-4-yl]guanidine). RXN SMILES: [CH3:1][C:2]1[CH:7]=[CH:6][CH:5]=[C:4]([CH3:8])[C:3]=1[NH:9][C:10]([NH:12][C:13]1[C:22]2[C:17](=[CH:18][C:19]([O:25][CH2:26][CH:27]3[CH2:32][CH2:31][N:30]([CH3:33])[CH2:29][CH2:28]3)=[C:20]([O:23][CH3:24])[CH:21]=2)[N:16]=[CH:15][N:14]=1)=S.[NH3:34]>CO.C(Cl)(Cl)Cl>[CH3:1][C:2]1[CH:7]=[CH:6][CH:5]=[C:4]([CH3:8])[C:3]=1[NH:9][C:10]([NH:12][C:13]1[C:22]2[C:17](=[CH:18][C:19]([O:25][CH2:26][CH:27]3[CH2:32][CH2:31][N:30]([CH3:33])[CH2:29][CH2:28]3)=[C:20]([O:23][CH3:24])[CH:21]=2)[N:16]=[CH:15][N:14]=1)=[NH:34]. Reported procedure: Mercuric(II) oxide (0.059 g) was added to a mixture of 1-(2,6-dimethylphenyl)-3-[6-methoxy-7-(N-methylpiperidin-4-ylmethoxy)quinazolin-4-yl]thiourea (0.105 g), a 2M solution of ammonia in methanol (3 ml) and chloroform (1 ml) and the reaction mixture was stirred at ambient temperature for 2 hours. The mixture was evaporated and the residue was purified by column chromatography on silica using increasingly polar mixtures of methylene chloride and a 2M solution of ammonia in methanol as eluent. Th... Starting materials: OC1=CC=C(C=C1)C(C)(C)C1=CC=C(C=C1)O (2,2-bis-(4-hydroxyphenyl) propane), C(C=C)OCC=C (diallyl ether), C=1(C(C(=O)[O-])=CC=CC1)C=1C(C(=O)[O-])=CC=CC1 (diphenate), C(C=C)Cl (allyl chloride), C(C=C)OCC=C (diallyl ether). The solvent is ClC1=C(C=CC=C1)Cl (o-dichlorobenzene). Yields the product C(C=C)C=1C=C(C=CC1O)C(C)(C)C1=CC(=C(C=C1)O)CC=C (2,2-bis(3-allyl4-hydroxyphenyl)propane). RXN SMILES: [OH:1][C:2]1[CH:7]=[CH:6][C:5]([C:8]([C:11]2[CH:16]=[CH:15][C:14]([OH:17])=[CH:13][CH:12]=2)([CH3:10])[CH3:9])=[CH:4][CH:3]=1.[CH2:18](OCC=C)[CH:19]=[CH2:20].[C:25]1(C2C(=CC=CC=2)C([O-])=O)[C:26](=CC=C[CH:33]=1)C([O-])=O.C(Cl)C=C>ClC1C=CC=CC=1Cl>[CH2:20]([C:7]1[CH:6]=[C:5]([C:8]([C:11]2[CH:12]=[CH:13][C:14]([OH:17])=[C:15]([CH2:26][CH:25]=[CH2:33])[CH:16]=2)([CH3:10])[CH3:9])[CH:4]=[CH:3][C:2]=1[OH:1])[CH:19]=[CH2:18]. Reported procedure: Bis-A {2,2-bis-(4-hydroxyphenyl) propane} was converted to the diallyl ether via reaction of the diphenate salt with allyl chloride. The diallyl ether of Bis-A was heated in refluxing o-dichlorobenzene for 48 hrs to yield 2,2-bis(3-allyl4-hydroxyphenyl)propane. MS m/z 308 (M+ calcd for C21H24O2=308). The diphenol was converted to the dimethyl ether via reaction with methyl iodide as described in Example 2. MS m/z 336 (M+ calcd for C23H28O2=336). H NMR (300 MHz, CDCl3) d 1.70 (s, 6, CH3), 3.37 (m... Starting materials: ClC1C(OC(CC1=O)(C1CCCC1)CCC1=CC(=C(C=C1)OC)Cl)=O (3-chloro-6-[2-(3-chloro-4-methoxyphenyl)ethyl]-6-cyclopentyldihydro-2H-pyran-2,4(3H)-dione), SC=1SC=C(N1)C1=CC=CC=C1 (2-mercapto-4-phenylthiazole). Yields the product ClC=1C=C(C=CC1OC)CCC1(CC(=C(C(O1)=O)SC=1SC=C(N1)C1=CC=CC=C1)O)C1CCCC1 (6-[2-(3-chloro-4-methoxyphenyl)ethyl]-6-cyclopentyl-4-hydroxy-3-[(4-phenyl-1,3-thiazol-2-yl)thio]-5,6-dihydro-2H-pyran-2-one). RXN SMILES: Cl[CH:2]1[C:7](=[O:8])[CH2:6][C:5]([CH2:14][CH2:15][C:16]2[CH:21]=[CH:20][C:19]([O:22][CH3:23])=[C:18]([Cl:24])[CH:17]=2)([CH:9]2[CH2:13][CH2:12][CH2:11][CH2:10]2)[O:4][C:3]1=[O:25].[SH:26][C:27]1[S:28][CH:29]=[C:30]([C:32]2[CH:37]=[CH:36][CH:35]=[CH:34][CH:33]=2)[N:31]=1>>[Cl:24][C:18]1[CH:17]=[C:16]([CH2:15][CH2:14][C:5]2([CH:9]3[CH2:13][CH2:12][CH2:11][CH2:10]3)[O:4][C:3](=[O:25])[C:2]([S:26][C:27]3[S:28][CH:29]=[C:30]([C:32]4[CH:37]=[CH:36][CH:35]=[CH:34][CH:33]=4)[N:31]=3)=[C:7]([OH:8])[CH2:6]2)[CH:21]=[CH:20][C:19]=1[O:22][CH3:23]. Reported procedure: The title compound was prepared as described in Example C(70), where 3-chloro-6-[2-(3-chloro-4-methoxyphenyl)ethyl]-6-cyclopentyldihydro-2H-pyran-2,4(3H)-dione was used in place of 3-chloro-6-[2-(5-chloro-2,4-dimethoxyphenyl)ethyl]6-cyclopentyldihydro-2H-pyran-2,4(3H)-dione and 2-mercapto-4-phenylthiazole was used in place of 6-hydroxy-8-mercaptopurine monohydrate. The reactants are O=C1\C(\CC2=CC=CC=C12)=C\C(=O)O ((E)-2-(1-Oxo-1H-inden-2(3H)-ylidene)acetic Acid). The reagents and catalysts are [Pd] (Pd/C). Run in CO (MeOH), O1CCOCC1 (dioxane). The product is C1C(CC2=CC=CC=C12)CC(=O)O (2-(2,3-Dihydro-1H-inden-2-yl)acetic Acid). As a reaction SMILES: O=[C:2]1[C:10]2[C:5](=[CH:6][CH:7]=[CH:8][CH:9]=2)[CH2:4]/[C:3]/1=[CH:11]\[C:12]([OH:14])=[O:13]>CO.O1CCOCC1.[Pd]>[CH2:4]1[C:5]2[C:10](=[CH:9][CH:8]=[CH:7][CH:6]=2)[CH2:2][CH:3]1[CH2:11][C:12]([OH:14])=[O:13]. Reported procedure: A solution of acid 146 (10.0 g, 53.1 mmol) in MeOH (45 mL) and dioxane (150 mL) with Pd/C (10%, 1.0 g) was stirred under H2 (40 psi) for 16 h. The mixture was filtered through Celite and the solvent evaporated to give acid 147 as an off-white solid: mp 85-88° C. [lit. (Nagasawa et al., Japanese Patent 04338358, 1992) 89-91° C.]; 1H NMR δ 8.47 (br s, 1H, OH), 7.08-7.18 (m, 4H, H-4, H-5, H-6, H-7), 2.99-3.06 (m, 2H, H-1, H-3), 2.69-2.74 (m, 1H, H-2), 2.53-2.60 (m, 2H, H-1, H-3), 2.48 (d, J=7.4 Hz,... Starting materials: CS(C)=O, O=[N+]([O-])c1ccc(F)cc1, [H-], [Na+], O, O=c1cc[nH]c(=O)[nH]1. Product: O=c1ccn(-c2ccc([N+](=O)[O-])cc2)c(=O)[nH]1. As a reaction SMILES: [CH3:3][S:4](=[O:5])[CH3:6].[F:15][c:16]1[cH:17][cH:18][c:19]([N+:22](=[O:23])[O-:24])[cH:20][cH:21]1.[H-:1].[Na+:2].[OH2:25].[nH:7]1[c:8](=[O:14])[nH:9][c:10](=[O:13])[cH:11][cH:12]1>>[n:7]1(-[c:16]2[cH:17][cH:18][c:19]([N+:22](=[O:23])[O-:24])[cH:20][cH:21]2)[c:8](=[O:14])[nH:9][c:10](=[O:13])[cH:11][cH:12]1. Reactants: [N+](=O)(O)[O-] (nitric acid), C(C)#N (acetonitrile), O1BC(=CC=C1)O (oxaborininol), [N+](=O)([O-])C1=CC=CC=C1 (nitrobenzene), C(=O)=O (dry ice), [N+](=O)(O)[O-] (nitric acid), ice. Run at time 45 minute. Yields the product CC1C2=C(B(OC1)O)C=C(C=C2)[N+](=O)[O-] (4-Methyl-7-nitro-3,4-dihydro-benzo[c][1,2]oxaborinin-1-ol). RXN SMILES: [N+]([O-])(O)=O.[O:5]1[CH:10]=[CH:9][CH:8]=[C:7](O)[BH:6]1.C(#N)C.[C:15](=[O:17])=O.[N+:18]([C:21]1[CH:26]=CC=[CH:23][CH:22]=1)([O-:20])=[O:19]>>[CH3:10][CH:9]1[CH2:15][O:17][B:6]([OH:5])[C:7]2[CH:26]=[C:21]([N+:18]([O-:20])=[O:19])[CH:22]=[CH:23][C:8]1=2. Procedure: In a 100 ml round bottom flask, the fuming nitric acid was cooled to −45° C. using a dry ice/acetonitrile bath. 3.2054 g (10.2330 mmol, 1.0 eq) of the oxaborininol was dissolved in 2.5 mL of nitrobenzene. This solution was then added dropwise to the stirred and cooled nitric acid over a period of approximately 15 minutes. The reaction was allowed to stir for 45 minutes, recharging the acetonitrile and dry ice as needed. After 45 minutes, the reaction solution was poured over approximately 250 mL... Starting materials: C(C1=CC=CC=C1)NC1=C(C(=CC=C1)OCC1=CC=CC=C1)[N+](=O)[O-] (benzyl-(3-benzyloxy-2-nitro-phenyl)-amine), S(=S)([O-])[O-].[Na+].[Na+] (sodium thiosulfite). Solvent: C(C)O (ethanol), O (water). The product is C(C1=CC=CC=C1)NC=1C(=C(C=CC1)OCC1=CC=CC=C1)N (N*1*-Benzyl-3-benzyloxy-benzene-1,2-diamine). Yield: 91.5%. RXN SMILES: [CH2:1]([NH:8][C:9]1[CH:14]=[CH:13][CH:12]=[C:11]([O:15][CH2:16][C:17]2[CH:22]=[CH:21][CH:20]=[CH:19][CH:18]=2)[C:10]=1[N+:23]([O-])=O)[C:2]1[CH:7]=[CH:6][CH:5]=[CH:4][CH:3]=1.S([O-])([O-])=S.[Na+].[Na+]>C(O)C.O>[CH2:1]([NH:8][C:9]1[C:10]([NH2:23])=[C:11]([O:15][CH2:16][C:17]2[CH:22]=[CH:21][CH:20]=[CH:19][CH:18]=2)[CH:12]=[CH:13][CH:14]=1)[C:2]1[CH:3]=[CH:4][CH:5]=[CH:6][CH:7]=1 |f:1.2.3|. Procedure details: A solution of benzyl-(3-benzyloxy-2-nitro-phenyl)-amine (8.116 g, 24.3 mmol) in 500 mL ethanol was added to a solution of sodium thiosulfite (29.0 g, 162.8 g.) in 350 mL water at 100° C. while stirring. The reaction mixture was heated for 30 minutes at this temperature, and then cooled and concentrated in vacuo. The off-white solid which precipitates was filtered and dried overnight under a stream of nitrogen to give 6.77 g (22.24 mmol, 91.5%) of N*1*-Benzyl-3-benzyloxy-benzene-1,2-diamine. MS: ...